This data is from the Open Reaction Database (ORD), a public repository of structured organic reaction records. The task is: describe an organic reaction: reactants, conditions, products, and yield Reactants: C(C)OC(=O)[C@H]1N(CC2C1CCC2)C(=O)OC(C)(C)C ((S)-Hexahydro-cyclopenta[c]pyrrole-1,2-dicarboxylic acid 2-tert-butyl ester 1-ethyl ester), [Li+].[OH-] (LiOH). Solvent: C1CCOC1 (THF), O (H2O). Conditions: time 16 hour. Yields the product C(C)(C)(C)OC(=O)N1[C@@H](C2C(C1)CCC2)C(=O)O ((S)-Hexahydro-cyclopenta[c]pyrrole-1,2-dicarboxylic acid 2-tert-butyl ester). RXN SMILES: C([O:3][C:4]([C@@H:6]1[CH:10]2[CH2:11][CH2:12][CH2:13][CH:9]2[CH2:8][N:7]1[C:14]([O:16][C:17]([CH3:20])([CH3:19])[CH3:18])=[O:15])=[O:5])C.[Li+].[OH-]>C1COCC1.O>[C:17]([O:16][C:14]([N:7]1[CH2:8][CH:9]2[CH2:13][CH2:12][CH2:11][CH:10]2[C@H:6]1[C:4]([OH:5])=[O:3])=[O:15])([CH3:20])([CH3:18])[CH3:19] |f:1.2|. Procedure details: A mixture of 2 g of (S)-Hexahydro-cyclopenta[c]pyrrole-1,2-dicarboxylic acid 2-tert-butyl ester 1-ethyl ester and 449 mg of LiOH in 30 ml of THF and 10 ml of H2O is stirred at rt for 16 hours. The reaction is quenched with brine, acidified to pH 2 with aq. 2N HCl solution and extracted with EtOAc. The combined organic phases obtained are washed with brine, dried and solvent is evaporated to afford the title compound. Reactants: N(=[N+]=[N-])C1CC(C(C1)C1=NN=C2N1C1=C(N=C2)N(C=C1)COCC[Si](C)(C)C)CC (1-(-4-azido-2-ethylcyclopentyl)-6-((2-(trimethylsilyl)ethoxy)methyl)-6H-pyrrolo[2,3-e][1,2,4]triazolo[4,3-a]pyrazine), C1CCOC1 (THF), C1(=CC=CC=C1)P(C1=CC=CC=C1)C1=CC=CC=C1 (triphenylphosphine). The solvent is O (water), CCOC(=O)C (EtOAc), O (water). Conditions: temperature 45 celsius. Yields the product C(C)C1CC(CC1C1=NN=C2N1C1=C(N=C2)N(C=C1)COCC[Si](C)(C)C)N (3-ethyl-4-(6((2-(trimethylsilyl)ethoxy)methyl)-6H-pyrrolo[2,3-e][1,2,4]triazolo[4,3-a]pyrazin-1-yl)cyclopentanamine). Isolated yield 80.5%. Reaction SMILES: [N:1]([CH:4]1[CH2:8][CH:7]([C:9]2[N:13]3[C:14]4[CH:20]=[CH:19][N:18]([CH2:21][O:22][CH2:23][CH2:24][Si:25]([CH3:28])([CH3:27])[CH3:26])[C:15]=4[N:16]=[CH:17][C:12]3=[N:11][N:10]=2)[CH:6]([CH2:29][CH3:30])[CH2:5]1)=[N+]=[N-].C1COCC1.C1(P(C2C=CC=CC=2)C2C=CC=CC=2)C=CC=CC=1>O.CCOC(C)=O>[CH2:29]([CH:6]1[CH:7]([C:9]2[N:13]3[C:14]4[CH:20]=[CH:19][N:18]([CH2:21][O:22][CH2:23][CH2:24][Si:25]([CH3:26])([CH3:28])[CH3:27])[C:15]=4[N:16]=[CH:17][C:12]3=[N:11][N:10]=2)[CH2:8][CH:4]([NH2:1])[CH2:5]1)[CH3:30]. Procedure details: A round bottom flask was charged with 1-(-4-azido-2-ethylcyclopentyl)-6-((2-(trimethylsilyl)ethoxy)methyl)-6H-pyrrolo[2,3-e][1,2,4]triazolo[4,3-a]pyrazine (0.650 g, 1.52 mmol, prepared using D from Preparation #25 with NaOH, KK, P with NaBH4, IIII, JJJJ with NaN3), THF (8.0 mL), and water (1.6 mL). To the flask was added triphenylphosphine (0.480 g, 1.83 mmol). The reaction mixture was heated to about 45° C. for about 7 h. The reaction mixture was cooled to room temperature and EtOAc (20 mL) and... Starting materials: O=C(NC(Cc1ccccc1)C(=O)O)c1cc2cc(Cl)ccc2[nH]1, Cl, C1CCNCC1. Yields the product O=C(NC(Cc1ccccc1)C(=O)N1CCCCC1)c1cc2cc(Cl)ccc2[nH]1. As a reaction SMILES: [Cl:8][c:9]1[cH:10][c:11]2[cH:12][c:13]([C:18](=[O:19])[NH:20][CH:21]([C:22](=[O:23])[OH:24])[CH2:25][c:26]3[cH:27][cH:28][cH:29][cH:30][cH:31]3)[nH:14][c:15]2[cH:16][cH:17]1.[ClH:1].[NH:2]1[CH2:3][CH2:4][CH2:5][CH2:6][CH2:7]1>>[N:2]1([C:22]([CH:21]([NH:20][C:18]([c:13]2[cH:12][c:11]3[cH:10][c:9]([Cl:8])[cH:17][cH:16][c:15]3[nH:14]2)=[O:19])[CH2:25][c:26]2[cH:27][cH:28][cH:29][cH:30][cH:31]2)=[O:23])[CH2:3][CH2:4][CH2:5][CH2:6][CH2:7]1. The reactants are CNCC1CCN(CCOC)C1, CCCSC1NC(=O)C(=Cc2ccc3c(cnn3Cc3ccc(Cl)cc3C(F)(F)F)c2)S1. The product is COCCN1CCC(CN(C)C2=NC(=O)C(=Cc3ccc4c(cnn4Cc4ccc(Cl)cc4C(F)(F)F)c3)S2)C1. RXN SMILES: [CH3:33][O:34][CH2:35][CH2:36][N:37]1[CH2:38][CH:39]([CH2:42][NH:43][CH3:44])[CH2:40][CH2:41]1.[Cl:1][c:2]1[cH:3][c:4]([C:29]([F:30])([F:31])[F:32])[c:5]([CH2:6][n:7]2[n:8][cH:9][c:10]3[cH:11][c:12]([CH:16]=[C:17]4[C:18](=[O:26])[NH:19][CH:20]([S:22][CH2:23][CH2:24][CH3:25])[S:21]4)[cH:13][cH:14][c:15]23)[cH:27][cH:28]1>>[Cl:1][c:2]1[cH:3][c:4]([C:29]([F:30])([F:31])[F:32])[c:5]([CH2:6][n:7]2[n:8][cH:9][c:10]3[cH:11][c:12]([CH:16]=[C:17]4[C:18](=[O:26])[N:19]=[C:20]([N:43]([CH2:42][CH:39]5[CH2:38][N:37]([CH2:36][CH2:35][O:34][CH3:33])[CH2:41][CH2:40]5)[CH3:44])[S:21]4)[cH:13][cH:14][c:15]23)[cH:27][cH:28]1. Procedure: The title compound, a colorless oil (1.1 g, 50%), was prepared in analogy to intermediate 8A by reaction of [cyclopropyl-(4-trifluoromethoxy-benzoyl)-amino]-acetic acid ethyl ester (intermediate 7B) with 1-benzyl-1H-[1,2,4]triazole-3-carboxylic acid. MS: 517.2 (MH+). As a reaction SMILES: [CH2:1]([O:3][C:4](=[O:23])[CH2:5][N:6]([CH:20]1[CH2:22][CH2:21]1)[C:7](=[O:19])[C:8]1[CH:13]=[CH:12][C:11]([O:14][C:15]([F:18])([F:17])[F:16])=[CH:10][CH:9]=1)[CH3:2].[CH2:24]([N:31]1[CH:35]=[N:34][C:33]([C:36](O)=[O:37])=[N:32]1)[C:25]1[CH:30]=[CH:29][CH:28]=[CH:27][CH:26]=1>>[CH2:1]([O:3][C:4](=[O:23])[CH:5]([N:6]([CH:20]1[CH2:22][CH2:21]1)[C:7](=[O:19])[C:8]1[CH:9]=[CH:10][C:11]([O:14][C:15]([F:16])([F:17])[F:18])=[CH:12][CH:13]=1)[C:36]([C:33]1[N:34]=[CH:35][N:31]([CH2:24][C:25]2[CH:30]=[CH:29][CH:28]=[CH:27][CH:26]=2)[N:32]=1)=[O:37])[CH3:2]. Yields the product C(C)OC(C(C(=O)C1=NN(C=N1)CC1=CC=CC=C1)N(C(C1=CC=C(C=C1)OC(F)(F)F)=O)C1CC1)=O (3-(1-Benzyl-1H-[1,2,4]triazol-3-yl)-2-[cyclopropyl-(4-trifluoromethoxy-benzoyl)-amino]-3-oxo-propionic acid ethyl ester). The reactants are oil, intermediate 8A, C(C)OC(CN(C(C1=CC=C(C=C1)OC(F)(F)F)=O)C1CC1)=O ([cyclopropyl-(4-trifluoromethoxy-benzoyl)-amino]-acetic acid ethyl ester), C(C)OC(CN(C(C1=CC=C(C=C1)OC(F)(F)F)=O)C1CC1)=O ([cyclopropyl-(4-trifluoromethoxy-benzoyl)-amino]-acetic acid ethyl ester), C(C1=CC=CC=C1)N1N=C(N=C1)C(=O)O (1-benzyl-1H-[1,2,4]triazole-3-carboxylic acid).